Task: describe an organic reaction: reactants, conditions, products, and yield. Dataset: the Open Reaction Database (ORD), a public repository of structured organic reaction records The reactants are CC=1C=CC(=C(C(=O)OCC=C)C1)[N+](=O)[O-] (allyl 5-methyl-2-nitrobenzoate), CC1=C(C(=O)OCC=C)C(=CC=C1)[N+](=O)[O-] (allyl 2-methyl-6-nitrobenzoate). The product is NC1=C(C(=O)OCC=C)C=C(C=C1)C (allyl 2-amino-5-methylbenzoate). As a reaction SMILES: [CH3:1][C:2]1[CH:3]=[CH:4][C:5]([N+:14]([O-])=O)=[C:6]([CH:13]=1)[C:7]([O:9][CH2:10][CH:11]=[CH2:12])=[O:8].CC1C=CC=C([N+]([O-])=O)C=1C(OCC=C)=O>>[NH2:14][C:5]1[CH:4]=[CH:3][C:2]([CH3:1])=[CH:13][C:6]=1[C:7]([O:9][CH2:10][CH:11]=[CH2:12])=[O:8]. Reported procedure: The above nitro compound was reduced by the method described in example 6, for the reduction of allyl 2-methyl-6-nitrobenzoate to give allyl 2-amino-5-methylbenzoate.